From a dataset of the Open Reaction Database (ORD), a public repository of structured organic reaction records. describe an organic reaction: reactants, conditions, products, and yield Reactants: N([C@@H](CC1=CC=CC=C1)C(=O)NCC(=O)N[C@@H](C)C(=O)O)C(=O)OCC1=CC=CC=C1 (Z-Phe-Gly-Ala-OH), N([C@@H](CC1=CC=CC=C1)C(=O)NCC(=O)N[C@@H](CC(C)C)C(=O)N[C@@H](CC(C)C)C(=O)CCl)C(=O)OCC1=CC=CC=C1 (Z-Phe-Gly-Leu-LeuCH2Cl), N[C@@H](CC1=CC=C(C=C1)O)C(=O)CCl.Cl (H-TyrCH2Cl.HCl), anhydride. Yields the product N([C@@H](CC1=CC=CC=C1)C(=O)NCC(=O)N[C@@H](C)C(=O)N[C@@H](CC1=CC=C(C=C1)O)C(=O)CCl)C(=O)OCC1=CC=CC=C1 (Z-Phe-Gly-Ala-TyrCH2Cl). As a reaction SMILES: [NH:1]([C:22]([O:24][CH2:25][C:26]1[CH:31]=[CH:30][CH:29]=[CH:28][CH:27]=1)=[O:23])[C@H:2]([C:10]([NH:12][CH2:13][C:14]([NH:16][C@H:17]([C:19](O)=[O:20])[CH3:18])=[O:15])=[O:11])[CH2:3][C:4]1[CH:9]=[CH:8][CH:7]=[CH:6][CH:5]=1.[NH2:32][C@H:33]([C:42]([CH2:44][Cl:45])=[O:43])[CH2:34][C:35]1[CH:40]=[CH:39][C:38]([OH:41])=[CH:37][CH:36]=1.Cl.N(C(OCC1C=CC=CC=1)=O)[C@H](C(NCC(N[C@H](C(N[C@H](C(CCl)=O)CC(C)C)=O)CC(C)C)=O)=O)CC1C=CC=CC=1>>[NH:1]([C:22]([O:24][CH2:25][C:26]1[CH:31]=[CH:30][CH:29]=[CH:28][CH:27]=1)=[O:23])[C@H:2]([C:10]([NH:12][CH2:13][C:14]([NH:16][C@H:17]([C:19]([NH:32][C@H:33]([C:42]([CH2:44][Cl:45])=[O:43])[CH2:34][C:35]1[CH:40]=[CH:39][C:38]([OH:41])=[CH:37][CH:36]=1)=[O:20])[CH3:18])=[O:15])=[O:11])[CH2:3][C:4]1[CH:5]=[CH:6][CH:7]=[CH:8][CH:9]=1 |f:1.2|. Procedure details: Z-Phe-Gly-Ala-OH (0.77 g, 1.80 mmol) was coupled to H-TyrCH2Cl.HCl by a mixed anhydride coupling procedure substantially similar to that described for preparation of Z-Phe-Gly-Leu-LeuCH2Cl in Procedure C, above. Product was crystallized from ethyl acetate to yield 0.73 g of Z-Phe-Gly-Ala-TyrCH2Cl. Product slowly decomposed at 140°-160° and melted with complete decomposition at 160°-160.5°. The reactants are OC1=C(C=CC=C1)C(N)=S (2-Hydroxybenzenecarbothioamide), ClCC(CC(=O)OCC)=O (ethyl 4-chloroacetoacetate), C(=O)(O)[O-].[Na+] (NaHCO3), C(=O)(O)[O-].[Na+] (NaHCO3), C(=O)=O (CO2). The solvent is CCOC(=O)C (EtOAc), C1CCOC1 (THF). The product is C(C)OC(CC=1N=C(SC1)C1=C(C=CC=C1)O)=O (2-(2-Hydroxyphenyl)-4-thiazoleacetic Acid Ethyl Ester). The yield is 92.6%. As a reaction SMILES: [OH:1][C:2]1[CH:7]=[CH:6][CH:5]=[CH:4][C:3]=1[C:8](=[S:10])[NH2:9].Cl[CH2:12][C:13](=O)[CH2:14][C:15]([O:17][CH2:18][CH3:19])=[O:16].C([O-])(O)=O.[Na+].C(=O)=O>C1COCC1.CCOC(C)=O>[CH2:18]([O:17][C:15](=[O:16])[CH2:14][C:13]1[N:9]=[C:8]([C:3]2[CH:4]=[CH:5][CH:6]=[CH:7][C:2]=2[OH:1])[S:10][CH:12]=1)[CH3:19] |f:2.3|. Reported procedure: A stirred solution of 2-hydroxybenzenecarbothioamide 3a (5.36 g, 35.0 mmol), ethyl 4-chloroacetoacetate (6.34 g, 38.5 mmol) in dry THF (70 mL) was heated to reflux under nitrogen for 2.5 days. At ambient temperature, the mixture was diluted with EtOAc (200 mL), then cautiously treated with saturated aq. NaHCO3 (40 mL), and followed by adding solid NaHCO3 in small portions until CO2 evolution ceased. The organic layer was separated, washed with brine (40 mL×2), dried over MgSO4, and filtered. Aft... The reactants are CS(C)=O, NCc1ccc(SC(F)(F)F)cc1, CC(C(=O)O)c1cccc2cnccc12, O=C(O)Cc1cccc2cnccc12. The product is CC(C(=O)NCc1ccc(SC(F)(F)F)cc1)c1cccc2cnccc12. RXN SMILES: [CH3:43][S:44]([CH3:45])=[O:46].[F:1][C:2]([S:3][c:4]1[cH:5][cH:6][c:7]([CH2:8][NH2:9])[cH:10][cH:11]1)([F:12])[F:13].[cH:14]1[n:15][cH:16][cH:17][c:18]2[c:19]([CH:24]([C:25](=[O:26])[OH:27])[CH3:28])[cH:20][cH:21][cH:22][c:23]12.[cH:29]1[c:30]2[c:31]([c:32]([CH2:33][C:34]([OH:35])=[O:36])[cH:37][cH:38][cH:39]2)[cH:40][cH:41][n:42]1>>[F:1][C:2]([S:3][c:4]1[cH:5][cH:6][c:7]([CH2:8][NH:9][C:25]([CH:24]([c:19]2[c:18]3[cH:17][cH:16][n:15][cH:14][c:23]3[cH:22][cH:21][cH:20]2)[CH3:28])=[O:26])[cH:10][cH:11]1)([F:12])[F:13]. Reactants: CCO, [Cl-], [Fe], CC(C)(C)OC(=O)N1CCCN(c2ccc([N+](=O)[O-])cc2C#N)CC1, [NH4+], O. Product: CC(C)(C)OC(=O)N1CCCN(c2ccc(N)cc2C#N)CC1. As a reaction SMILES: [CH3:30][CH2:31][OH:32].[Cl-:1].[Fe:29].[N+:4]([O-:5])(=[O:6])[c:7]1[cH:8][cH:9][c:10]([N:15]2[CH2:16][CH2:17][N:18]([C:22](=[O:23])[O:24][C:25]([CH3:26])([CH3:27])[CH3:28])[CH2:19][CH2:20][CH2:21]2)[c:11]([C:12]#[N:13])[cH:14]1.[NH4+:2].[OH2:3]>>[NH2:4][c:7]1[cH:8][cH:9][c:10]([N:15]2[CH2:16][CH2:17][N:18]([C:22](=[O:23])[O:24][C:25]([CH3:26])([CH3:27])[CH3:28])[CH2:19][CH2:20][CH2:21]2)[c:11]([C:12]#[N:13])[cH:14]1. Starting materials: O=C([O-])[O-], CC(=O)Cl, CCOC(C)=O, NC1Cc2ccccc2C1, [Na+], [Na+], O. Product: CC(=O)NC1Cc2ccccc2C1. RXN SMILES: [C:11](=[O:12])([O-:13])[O-:14].[CH3:17][C:18]([Cl:19])=[O:20].[CH3:21][CH2:22][O:23][C:24](=[O:25])[CH3:26].[NH2:1][CH:2]1[CH2:3][c:4]2[cH:5][cH:6][cH:7][cH:8][c:9]2[CH2:10]1.[Na+:15].[Na+:16].[OH2:27]>>[NH:1]([CH:2]1[CH2:3][c:4]2[cH:5][cH:6][cH:7][cH:8][c:9]2[CH2:10]1)[C:18]([CH3:17])=[O:20]. Reaction SMILES: [N:1]#[N:2].[O:33]=[Mn:34]=[O:35].[OH:3][CH:4]([CH3:5])[c:6]1[o:7][c:8]([CH2:11][n:12]2[n:13][cH:14][c:15]([NH:17][C:18](=[O:19])[c:20]3[n:21][c:22]([CH3:32])[o:23][c:24]3-[c:25]3[cH:26][c:27]([Cl:31])[cH:28][cH:29][cH:30]3)[n:16]2)[cH:9][n:10]1>>[O:3]=[C:4]([CH3:5])[c:6]1[o:7][c:8]([CH2:11][n:12]2[n:13][cH:14][c:15]([NH:17][C:18](=[O:19])[c:20]3[n:21][c:22]([CH3:32])[o:23][c:24]3-[c:25]3[cH:26][c:27]([Cl:31])[cH:28][cH:29][cH:30]3)[n:16]2)[cH:9][n:10]1. Reactants: N#N, O=[Mn]=O, Cc1nc(C(=O)Nc2cnn(Cc3cnc(C(C)O)o3)n2)c(-c2cccc(Cl)c2)o1. Product: CC(=O)c1ncc(Cn2ncc(NC(=O)c3nc(C)oc3-c3cccc(Cl)c3)n2)o1.